This data is from the Open Reaction Database (ORD), a public repository of structured organic reaction records. The task is: describe an organic reaction: reactants, conditions, products, and yield Reactants: ClC(C(O)O)(Cl)Cl (chloral hydrate), O.O.O.O.O.O.O.O.O.O.S(=O)(=O)([O-])[O-].[Na+].[Na+] (sodium sulfate decahydrate), O(C1=CC=CC=C1)C=1C=C(N)C=CC1 (3-phenoxyaniline), Cl.NO (hydroxylamine hydrochloride). Run in CCO (EtOH), O (water), Cl (HCl), O (water). Yields the product ON=CC(=O)NC1=CC(=CC=C1)OC1=CC=CC=C1 (2-hydroxyimino-N-(3-phenoxyphenyl)acetamide). Yield: 68.7%. RXN SMILES: Cl[C:2](Cl)(Cl)[CH:3]([OH:5])O.[OH2:8].O.O.O.O.O.O.O.O.O.S([O-])([O-])(=O)=O.[Na+].[Na+].Cl.[NH2:26]O.[O:28]([C:35]1[CH:36]=[C:37]([CH:39]=[CH:40][CH:41]=1)[NH2:38])[C:29]1[CH:34]=[CH:33][CH:32]=[CH:31][CH:30]=1>O.Cl.CCO>[OH:8][N:26]=[CH:2][C:3]([NH:38][C:37]1[CH:39]=[CH:40][CH:41]=[C:35]([O:28][C:29]2[CH:30]=[CH:31][CH:32]=[CH:33][CH:34]=2)[CH:36]=1)=[O:5] |f:1.2.3.4.5.6.7.8.9.10.11.12.13,14.15|. Reported procedure: To a stirred solution of 1.0 g (6.0 mmol) of chloral hydrate in 25 mL of water was added 7.0 g (22 mmol) of sodium sulfate decahydrate, followed by a solution of 1.18 g (17.0 mmol) of hydroxylamine hydrochloride in 10 mL of water. A solution of 1.0 g (5.4 mmol) of 3-phenoxyaniline in 10 mL of 1.0 N HCl was then added with stirring. The resulting suspension was warmed, and 40 mL of 95% EtOH was added to dissolve the suspenion. The solution was refluxed for 0.75 h and then cooled to ambient temper... Starting materials: ClC1=[N+](C=C(C=C1)F)[O-] (2-chloro-5-fluoropyridine-N-oxide), ClC1=[N+](C=C(C(=C1)[N+](=O)[O-])F)[O-] (2-chloro-5-fluoro-4-nitropyridine-1-oxide). The product is NC1=CC(=NC=C1F)Cl (4-amino-2-chloro-5-fluoropyridine). As a reaction SMILES: ClC1C=CC(F)=C[N+]=1[O-].[Cl:10][C:11]1[CH:16]=[C:15]([N+:17]([O-])=O)[C:14]([F:20])=[CH:13][N+:12]=1[O-]>>[NH2:17][C:15]1[C:14]([F:20])=[CH:13][N:12]=[C:11]([Cl:10])[CH:16]=1. Reported procedure: 2-Chloro-5-fluoropyridine (9), a highly volatile substance, was synthesized from thermolysis of 2-chloro-5-pyridinediazonium tetrafluoroborate (8). Hand, E. S.; Baker, D. C. Synthesis 1989, 905-908. The isolation of 9 by the literature procedure was very complicated, in that it included repeated extractions, repeated distillations, treatment with sulfuric acid and sodium hydroxide, and steam distillation. In our hands, the reported yield of 70% was difficult to obtain after these operations. To ... The reactants are steel, ClC1=C(C=CC=C1)[N+](=O)[O-] (o-chloronitrobenzene), C1(=CC=CC=C1)[O-].[Na+] (sodium phenolate), liquid, N (ammonia). Run at time 15 hour. The product is C1=CC=C(C=C1)OC2=CC=CC=C2[N+](=O)[O-] (2-nitrodiphenyl ether). The yield is 93.9%. RXN SMILES: Cl[C:2]1[CH:7]=[CH:6][CH:5]=[CH:4][C:3]=1[N+:8]([O-:10])=[O:9].[C:11]1([O-:17])[CH:16]=[CH:15][CH:14]=[CH:13][CH:12]=1.[Na+].N>>[CH:14]1[CH:15]=[CH:16][C:11]([O:17][C:2]2[C:3]([N+:8]([O-:10])=[O:9])=[CH:4][CH:5]=[CH:6][CH:7]=2)=[CH:12][CH:13]=1 |f:1.2|. Procedure details: A steel autoclave was filled with 157.6 g of o-chloronitrobenzene and 116.1 g of sodium phenolate. At room temperature, 150 g of liquid ammonia were pumped into the vessel, the mixture was heated to 600 with stirring for 15 hours and subsequently cooled. Removal of the ammonia by distillation and workup of the distillation residue gave 202 g of 2-nitrodiphenyl ether (94% of the theoretical yield), 98.5% pure. Starting materials: C(C1=CC=CC=C1)(=O)N1C2=CC=CC=C2C=2CC(CCC12)(C(=O)O)C(=O)O (9-Benzoyl-1,2,3,4-tetrahydrocarbazole-3,3-dicarboxylic acid), C(=O)=O (carbon dioxide). Yields the product C(C1=CC=CC=C1)(=O)N1C2=CC=CC=C2C=2CC(CCC12)C(=O)O (9-Benzoyl-1,2,3,4-tetrahydrocarbazole-3-carboxylic acid). Reaction SMILES: [C:1]([N:9]1[C:21]2[CH2:20][CH2:19][C:18](C(O)=O)([C:22]([OH:24])=[O:23])[CH2:17][C:16]=2[C:15]2[C:10]1=[CH:11][CH:12]=[CH:13][CH:14]=2)(=[O:8])[C:2]1[CH:7]=[CH:6][CH:5]=[CH:4][CH:3]=1.C(=O)=O>>[C:1]([N:9]1[C:21]2[CH2:20][CH2:19][CH:18]([C:22]([OH:24])=[O:23])[CH2:17][C:16]=2[C:15]2[C:10]1=[CH:11][CH:12]=[CH:13][CH:14]=2)(=[O:8])[C:2]1[CH:3]=[CH:4][CH:5]=[CH:6][CH:7]=1. Procedure details: 9-Benzoyl-1,2,3,4-tetrahydrocarbazole-3,3-dicarboxylic acid (3.7 g.) was heated at 170°-200°C., till carbon dioxide evolution ceased, to give 2.5 g. of the title compound; m.p. 188°-190°C. (benzene). Reactants: NC(C(C)C)CCCCCCCCC(C(C)C)N (3,12-Diamino-2,13-dimethyltetradecane), CC(CC)C1N=NC(CC=CCCC=CC1)C(C)CC (3,12-di-(2-butyl)-1,2-diaza-1,5,9-cyclododecatriene). Yields the product NC(C(CC)C)CCCCCCCCC(C(CC)C)N (4,13-diamino-3,14-dimethylhexadecane). The yield is 84.7%. RXN SMILES: NC(CCCCCCCCC(N)C(C)C)C(C)C.[CH3:19][CH:20]([CH:23]1[CH2:34][CH:33]=[CH:32][CH2:31][CH2:30][CH:29]=[CH:28][CH2:27][CH:26]([CH:35]([CH2:37][CH3:38])[CH3:36])[N:25]=[N:24]1)[CH2:21][CH3:22]>>[NH2:24][CH:23]([CH2:34][CH2:33][CH2:32][CH2:31][CH2:30][CH2:29][CH2:28][CH2:27][CH:26]([NH2:25])[CH:35]([CH3:36])[CH2:37][CH3:38])[CH:20]([CH3:19])[CH2:21][CH3:22]. Procedure details: The procedure described in (a) is repeated, starting from 87.3 g (0.31 mole) of 3,12-di-(2-butyl)-1,2-diaza-1,5,9-cyclododecatriene (diastereoisomer mixture) and using correspondingly reduced amounts of catalyst and solvent, affording as main fraction 74.7 g (85% of theory) of 4,13-diamino-3,14-dimethylhexadecane as a colourless oil [b.p. 143° to 145° C./0.05 torr; nD20 =1,4639; IR spectrum (liquid) includes bands at 3330, 1626 cm-1 ]. Product: ClC=1C=CC2=C(N(C(C3=CN=CC=C23)=O)CCO)C1 (8-chloro-6-(2-hydroxyethyl)benzo[c][2,7]naphthyridin-5(6H)-one). Conditions: temperature 80 celsius. Reactants: ClC=1C=CC2=C(NC(C3=CN=CC=C23)=O)C1 (8-chlorobenzo[c][2,7]naphthyridin-5(6H)-one), C(OCC)([O-])=O (ethyl carbonate), C(=O)([O-])[O-].[K+].[K+] (K2CO3), C1COCCOCCOCCOCCOCCO1 (18-crown-6). Yield: 83.9%. RXN SMILES: [Cl:1][C:2]1[CH:3]=[CH:4][C:5]2[C:14]3[C:9](=[CH:10][N:11]=[CH:12][CH:13]=3)[C:8](=[O:15])[NH:7][C:6]=2[CH:16]=1.C(=O)([O-])[O:18][CH2:19][CH3:20].C([O-])([O-])=O.[K+].[K+].C1OCCOCCOCCOCCOCCOC1>CN(C=O)C.O>[Cl:1][C:2]1[CH:3]=[CH:4][C:5]2[C:14]3[C:9](=[CH:10][N:11]=[CH:12][CH:13]=3)[C:8](=[O:15])[N:7]([CH2:20][CH2:19][OH:18])[C:6]=2[CH:16]=1 |f:2.3.4|. Procedure details: To a stirred solution of 8-chlorobenzo[c][2,7]naphthyridin-5(6H)-one (80 mg, 0.347 mmol) in anhydrous DMF (5 mL) under a nitrogen atmosphere was added ethyl carbonate (122 mg, 1.387 mmol), K2CO3 (96 mg, 0.694 mmol), and 18-crown-6 (18.31 mg, 0.069 mmol). The reaction mixture was heated to 80° C. for 12 h. The reaction mixture was diluted with water (10 mL) and extracted with ethyl acetate (2×20 mL). The combined ethyl acetate layers were dried over sodium sulphate and concentrated under reduced ... Run in O (water), CN(C)C=O (DMF).